From a dataset of the Open Reaction Database (ORD), a public repository of structured organic reaction records. describe an organic reaction: reactants, conditions, products, and yield The reactants are COC1=C(C(OC1=O)CCC(=O)O)C1=CC=CC=C1 (3-(4-methoxy-5-oxo-3-phenyl-2,5-dihydro-2-furyl)propionic acid), ClC(=O)OCC(C)C (iso-butyl chloroformate), Cl (hydrochloric acid), [BH4-].[Na+] (sodium borohydride). Solvent: O1CCCC1 (tetrahydrofuran), C(C)N(CC)CC (triethylamine), O (water). Product: OCCCC1C(=C(C(O1)=O)OC)C1=CC=CC=C1 (5-(3-hydroxypropyl)-3-methoxy-4- phenyl-2(5H)-furanone). Yield: 82.7%. Reaction SMILES: [CH3:1][O:2][C:3]1[C:7](=[O:8])[O:6][CH:5]([CH2:9][CH2:10][C:11](O)=[O:12])[C:4]=1[C:14]1[CH:19]=[CH:18][CH:17]=[CH:16][CH:15]=1.ClC(OCC(C)C)=O.[BH4-].[Na+].Cl>O1CCCC1.O.C(N(CC)CC)C>[OH:12][CH2:11][CH2:10][CH2:9][CH:5]1[O:6][C:7](=[O:8])[C:3]([O:2][CH3:1])=[C:4]1[C:14]1[CH:19]=[CH:18][CH:17]=[CH:16][CH:15]=1 |f:2.3|. Procedure: To a solution of 3-(4-methoxy-5-oxo-3-phenyl-2,5-dihydro-2-furyl)propionic acid (3 g) and triethylamine (1.95 ml) in tetrahydrofuran was added dropwise iso-butyl chloroformate (1.79 ml) at -20° C. with stirring and the mixture was stirred for 40 minutes at the same temperature. To this mixture was added sodium borohydride (1.11 g) at -20° C. and the mixture was stirred for 3 hours at ambient temperature. After being acidified with 10% hydrochloric acid at 0° , the solvent was removed under the r... Starting materials: C(C)OC(C(CCCCCCC1CC1)=C)=O (8-cyclopropyl-2-methyleneoctanoic acid ethyl ester), ClC1=CC(=CC=C1)C(=O)OO (m-chloroperbenzoic acid). Solvent: C(Cl)Cl (methylene chloride). The product is C(C)OC(=O)C1(OC1)CCCCCCC1CC1 (2-(6-Cyclopropylhexyl)-oxirane-2-carboxylic acid ethyl ester). RXN SMILES: [CH2:1]([O:3][C:4](=[O:16])[C:5](=[CH2:15])[CH2:6][CH2:7][CH2:8][CH2:9][CH2:10][CH2:11][CH:12]1[CH2:14][CH2:13]1)[CH3:2].ClC1C=CC=C(C(OO)=[O:25])C=1>C(Cl)Cl>[CH2:1]([O:3][C:4]([C:5]1([CH2:6][CH2:7][CH2:8][CH2:9][CH2:10][CH2:11][CH:12]2[CH2:13][CH2:14]2)[CH2:15][O:25]1)=[O:16])[CH3:2]. Procedure details: 1.18 g of the title compound, in the form of a yellowish oil, which is purified by chromatography on silica gel (migrating agent: 90:10 petroleum ether/ethyl acetate), are obtained by the procedure described in Example (1a) from 2.5 g of 8-cyclopropyl-2-methyleneoctanoic acid ethyl ester and 3.85 g of m-chloroperbenzoic acid in 30 ml of methylene chloride. The reactants are CC[SiH](CC)CC, ClCCl, CCCCCN1C(=O)C(O)(c2cc(F)ccc2O)c2ccccc21, O=C(O)C(F)(F)F. The product is CCCCCN1C(=O)C(c2cc(F)ccc2O)c2ccccc21. As a reaction SMILES: [CH2:32]([SiH:33]([CH2:34][CH3:35])[CH2:36][CH3:37])[CH3:38].[Cl:39][CH2:40][Cl:41].[F:1][c:2]1[cH:3][cH:4][c:5]([OH:24])[c:6]([C:8]2([OH:23])[C:9](=[O:22])[N:10]([CH2:17][CH2:18][CH2:19][CH2:20][CH3:21])[c:11]3[cH:12][cH:13][cH:14][cH:15][c:16]32)[cH:7]1.[OH:25][C:26]([C:27]([F:28])([F:29])[F:30])=[O:31]>>[F:1][c:2]1[cH:3][cH:4][c:5]([OH:24])[c:6]([CH:8]2[C:9](=[O:22])[N:10]([CH2:17][CH2:18][CH2:19][CH2:20][CH3:21])[c:11]3[cH:12][cH:13][cH:14][cH:15][c:16]32)[cH:7]1. The reactants are N(=O)[O-].[Na+] (sodium nitrite), C(C)(=O)O[C@H]1[C@@H](O[C@@H]([C@H]1OC(C)=O)COC(C)=O)N1C=NC=2C(NN3CCCCC3)=NC(=NC12)N (2',3',5'-tri-O-acetyl-2-amino-N-(1-piperidinyl)adenosine), N(=O)[O-].[Na+] (sodium nitrite), F[B-](F)(F)F.[H+] (Fluoroboric acid). Solvent: C1CCOC1 (THF). Run at time 0.3 hour. Product: FC=1N=C(C=2N=CN([C@H]3[C@H](O)[C@H](O)[C@@H](CO)O3)C2N1)NN1CCCCC1 (2-Fluoro-N-(1-piperidinyl)adenosine). As a reaction SMILES: C([O:4][C@@H:5]1[C@H:9]([O:10]C(=O)C)[C@@H:8]([CH2:14][O:15]C(=O)C)[O:7][C@H:6]1[N:19]1[C:34]2[N:33]=[C:32](N)[N:31]=[C:23]([NH:24][N:25]3[CH2:30][CH2:29][CH2:28][CH2:27][CH2:26]3)[C:22]=2[N:21]=[CH:20]1)(=O)C.[F:36][B-](F)(F)F.[H+].N([O-])=O.[Na+]>C1COCC1>[F:36][C:32]1[N:31]=[C:23]([NH:24][N:25]2[CH2:30][CH2:29][CH2:28][CH2:27][CH2:26]2)[C:22]2[N:21]=[CH:20][N:19]([C:34]=2[N:33]=1)[C@@H:6]1[O:7][C@H:8]([CH2:14][OH:15])[C@@H:9]([OH:10])[C@H:5]1[OH:4] |f:1.2,3.4|. Reported procedure: The above 2',3',5'-tri-O-acetyl-N-(1-piperidinyl)adenosine (1.33 g, 2.7 mmol) was dissolved in THF (50 ml) and the temperature of the solution was held between -10° C. and -20° C. Fluoroboric acid (48%, 100 ml) was added followed by an aqueous solution of sodium nitrite (0.75 g/ml, 1.5 ml). Addition of three identical amounts of sodium nitrite was continued at 0.3 hour intervals, after which TLC investigation (on a neutralised sample) indicated that the starting material was consumed [rf 0.47 (S... Starting materials: C(=O)C1=C(C=C(C=C1)C1=CC=C(C=C1)CCN(C(OC(C)(C)C)=O)C[C@@H](C1=CC=CC=C1)O)N(C)C(C)C (tert-butyl [2-[4′-formyl-3′-[isopropyl(methyl)amino]-4-biphenylyl]ethyl][(2R)-2-hydroxy-2-phenylethyl]carbamate), buffer solution, OO (hydrogen peroxide), Cl(=O)[O-].[Na+] (sodium chlorite). The solvent is C(C)(=O)OCC (ethyl acetate), C(C)#N (acetonitrile). Run at temperature 20 celsius, time 10 hour. The product is C(C1=CC=CC=C1)(=O)O (benzoic acid). The yield is 47.8%. As a reaction SMILES: C(C1C=CC(C2C=CC(CCN(C[C@H:26]([OH:33])[C:27]3[CH:32]=[CH:31][CH:30]=[CH:29][CH:28]=3)C(=O)OC(C)(C)C)=CC=2)=CC=1N(C(C)C)C)=O.OO.Cl([O-])=[O:42].[Na+]>C(#N)C.C(OCC)(=O)C>[C:26]([OH:33])(=[O:42])[C:27]1[CH:28]=[CH:29][CH:30]=[CH:31][CH:32]=1 |f:2.3|. Procedure details: To a solution of tert-butyl [2-[4′-formyl-3′-[isopropyl(methyl)amino]-4-biphenylyl]ethyl][(2R)-2-hydroxy-2-phenylethyl]carbamate (310 mg) in acetonitrile (3.5 ml) and pH 4 buffer solution (sodium dihydrogenphosphate) (1.6 ml) were added 30% hydrogen peroxide solution (60 μl) and 80% sodium chlorite (110 mg) below 10° C. The reaction mixture was stirred at 20° C. for 10 hours. The mixture was diluted with ethyl acetate, washed with water and brine, dried over magnesium sulfate and evaporated unde...